From a dataset of the Open Reaction Database (ORD), a public repository of structured organic reaction records. describe an organic reaction: reactants, conditions, products, and yield The reactants are CN(C=1SC2=C(N1)C=C(C=C2)[N+](=O)[O-])C (N,N-dimethyl-5-nitrobenzo[d]thiazol-2-amine), S1C=NC2=C1C=CC(=C2)N (Benzo[d]thiazol-5-amine). Yields the product CN(C=1SC2=C(N1)C=C(C=C2)N)C (N2,N2-Dimethylbenzo[d]thiazole-2,5-diamine). As a reaction SMILES: [CH3:1][N:2]([CH3:15])[C:3]1[S:4][C:5]2[CH:11]=[CH:10][C:9]([N+:12]([O-])=O)=[CH:8][C:6]=2[N:7]=1.S1C2C=CC(N)=CC=2N=C1>>[CH3:1][N:2]([CH3:15])[C:3]1[S:4][C:5]2[CH:11]=[CH:10][C:9]([NH2:12])=[CH:8][C:6]=2[N:7]=1. Procedure details: N2,N2-Dimethylbenzo[d]thiazole-2,5-diamine was prepared from N,N-dimethyl-5-nitrobenzo[d]thiazol-2-amine similar to that described in the preparation of Benzo[d]thiazol-5-amine. Reactants: C(C)(C)(C)OC(=O)N1C[C@@H](CC1)C(=O)OC=1C=C2C=CN(CC2=CC1C)CC1=CC=C(C=C1)OC ((R)-3-[2-(4-Methoxy-benzyl)-7-methyl-1-oxo-1,2-dihydro-isoquinolin-6-yloxymethyl]-pyrrolidine-1-carboxylic acid tert-butyl ester), FC(C(=O)O)(F)F (trifluoroacetic acid). Conditions: temperature 150 celsius. The product is CC1=C(C=C2C=CNC(C2=C1)=O)OC[C@H]1CNCC1 (7-Methyl-6-((R)-1-pyrrolidin-3-ylmethoxy)-2H-isoquinolin-1-one). Isolated yield 38.7%. Reaction SMILES: C(OC([N:8]1[CH2:12][CH2:11][C@@H:10]([C:13]([O:15][C:16]2[CH:17]=[C:18]3[C:23](=[CH:24][C:25]=2[CH3:26])[CH2:22][N:21](CC2C=CC(OC)=CC=2)[CH:20]=[CH:19]3)=O)[CH2:9]1)=O)(C)(C)C.FC(F)(F)C(O)=[O:39]>>[CH3:26][C:25]1[CH:24]=[C:23]2[C:18]([CH:19]=[CH:20][NH:21][C:22]2=[O:39])=[CH:17][C:16]=1[O:15][CH2:13][C@@H:10]1[CH2:11][CH2:12][NH:8][CH2:9]1. Reported procedure: 0.53 g (1.1 mmol) (R)-3-[2-(4-Methoxy-benzyl)-7-methyl-1-oxo-1,2-dihydro-isoquinolin-6-yloxymethyl]-pyrrolidine-1-carboxylic acid tert-butyl ester were dissolved in 2.5 g (22 mmol) trifluoroacetic acid. After 1 h at room temperature the mixture was heated for 2 h in a microwave oven at 150° C. Then the excess trifluoroacetic acid was distilled off in vacuo and the residue was diluted with 10 ml 1 M hydrochloric acid. The aqueous phase was washed with methylene chloride twice and then it was free... Reactants: BrC=1C(=CC(=C(C1)N[C@@H](C(=O)N)CC(C)C)F)C#N ((R)-2-(5-bromo-4-cyano-2-fluorophenylamino)-4-methylpentanamide), Cl.NC1=CC(=NS1)C (5-amino-3-methylisothiazole hydrochloride), C=1C=CC(=CC1)P(C=2C=CC=CC2)C3=CC=C4C=CC=CC4=C3C5=C6C=CC=CC6=CC=C5P(C=7C=CC=CC7)C=8C=CC=CC8 (BINAP), C(=O)([O-])[O-].[K+].[K+] (K2CO3). Reagents/catalysts: CC(=O)[O-].CC(=O)[O-].[Pd+2] (Pd(OAc)2). Solvent: O1CCOCC1 (dioxane). Conditions: time 18 hour. The product is C(#N)C1=CC(=C(C=C1NC1=CC(=NS1)C)N[C@@H](C(=O)N)CC(C)C)F ((R)-2-(4-cyano-2-fluoro-5-(3-methylisothiazol-5-ylamino)phenylamino)-4-methylpentanamide), crude residue. As a reaction SMILES: Br[C:2]1[C:3]([C:18]#[N:19])=[CH:4][C:5]([F:17])=[C:6]([NH:8][C@H:9]([CH2:13][CH:14]([CH3:16])[CH3:15])[C:10]([NH2:12])=[O:11])[CH:7]=1.Cl.[NH2:21][C:22]1[S:26][N:25]=[C:24]([CH3:27])[CH:23]=1.C1C=CC(P(C2C(C3C(P(C4C=CC=CC=4)C4C=CC=CC=4)=CC=C4C=3C=CC=C4)=C3C(C=CC=C3)=CC=2)C2C=CC=CC=2)=CC=1.C([O-])([O-])=O.[K+].[K+]>O1CCOCC1.CC([O-])=O.CC([O-])=O.[Pd+2]>[C:18]([C:3]1[C:2]([NH:21][C:22]2[S:26][N:25]=[C:24]([CH3:27])[CH:23]=2)=[CH:7][C:6]([NH:8][C@H:9]([CH2:13][CH:14]([CH3:16])[CH3:15])[C:10]([NH2:12])=[O:11])=[C:5]([F:17])[CH:4]=1)#[N:19] |f:1.2,4.5.6,8.9.10|. Reported procedure: A mixture of (R)-2-(5-bromo-4-cyano-2-fluorophenylamino)-4-methylpentanamide (175 mg, 0.533 mmol), 5-amino-3-methylisothiazole hydrochloride (97 mg, 0.644 mmol), BINAP (50 mg, 0.080 mmol), Pd(OAc)2 (35 mg, 0.156 mmol) and K2CO3 (250 mg, 1.81 mmol) in dioxane (4 mL) was degassed with Ar, then was stirred at 120 C for 18 h. Water and EtOAc were added. After being filtered, the filtrate was washed with water, dried over Na2SO4, concentrated in vacuo to give (R)-2-(4-cyano-2-fluoro-5-(3-methylisothi... Reactants: O (water), ClC1=CC(=CC=C1)C(=O)OO (m-chloroperbenzoic acid), FC1=C(C#N)C(=CC=C1)SC1=CC(=CC=C1)OC (2-Fluoro-6-[(3 -methoxyphenyl)thio]benzonitrile), ClC1=CC(=CC=C1)C(=O)OO (m-chloroperbenzoic acid), resultant mixture, resultant mixture, S([O-])(O)=O.[Na+] (sodium bisulfite). Yields the product FC1=C(C#N)C(=CC=C1)S(=O)(=O)C1=CC(=CC=C1)OC (2-Fluoro-6-[(3 -methoxyphenyl)sulfonyl]benzonitrile). As a reaction SMILES: [F:1][C:2]1[CH:9]=[CH:8][CH:7]=[C:6]([S:10][C:11]2[CH:16]=[CH:15][CH:14]=[C:13]([O:17][CH3:18])[CH:12]=2)[C:3]=1[C:4]#[N:5].ClC1C=CC=C(C(OO)=[O:27])C=1.S(=O)(O)[O-].[Na+].[OH2:35]>>[F:1][C:2]1[CH:9]=[CH:8][CH:7]=[C:6]([S:10]([C:11]2[CH:16]=[CH:15][CH:14]=[C:13]([O:17][CH3:18])[CH:12]=2)(=[O:27])=[O:35])[C:3]=1[C:4]#[N:5] |f:2.3|. Procedure details: To a solution of 2 g (7.7 mmol) of 2-fluoro-6-[(3-methoxyphenyl)thio]benzonitrile (Example 13) was added 2.93 g (17 mmol) of m-chloroperbenzoic acid. The resultant mixture was stirred for 24 h. Additional 0.29 g of m-chloroperbenzoic acid was added and the resultant mixture was stirred for 15 min. Excess sodium bisulfite was added, followed by water. The H2O solution was extracted with EtOAc. After drying over MgSO4 and solvent removal, the resultant crude product was purified by flash column ch...